From a dataset of the Open Reaction Database (ORD), a public repository of structured organic reaction records. describe an organic reaction: reactants, conditions, products, and yield Reaction SMILES: [Cl:1][C:2]1[CH:3]=[C:4]([C:9]2[C:14]([C:15]([NH:17][CH2:18][CH2:19][CH2:20][C:21]3[CH:26]=[CH:25][CH:24]=[CH:23][CH:22]=3)=[O:16])=[C:13]([CH3:27])[N:12]=[C:11](SC)[N:10]=2)[CH:5]=[CH:6][C:7]=1[Cl:8].ClC1C=CC=C(C(OO)=O)C=1.S([O-])([O-])=O.[Na+].[Na+].[BH4-].[Na+].Cl>ClCCl>[Cl:1][C:2]1[CH:3]=[C:4]([C:9]2[C:14]([C:15]([NH:17][CH2:18][CH2:19][CH2:20][C:21]3[CH:26]=[CH:25][CH:24]=[CH:23][CH:22]=3)=[O:16])=[C:13]([CH3:27])[N:12]=[CH:11][N:10]=2)[CH:5]=[CH:6][C:7]=1[Cl:8] |f:2.3.4,5.6|. Yields the product ClC=1C=C(C=CC1Cl)C1=NC=NC(=C1C(=O)NCCCC1=CC=CC=C1)C (4-(3,4-dichlorophenyl)-6-methyl-N-(3-phenylpropyl)-5-pyrimidinecarboxamide). The reactants are ClC=1C=C(C=CC1Cl)C1=NC(=NC(=C1C(=O)NCCCC1=CC=CC=C1)C)SC (4-(3,4-dichlorophenyl)-6-methyl-2-(methylthio)-N-(3-phenylpropyl)-5-pyrimidinecarboxamide), S(=O)([O-])[O-].[Na+].[Na+] (sodium sulfite), ClC1=CC(=CC=C1)C(=O)OO (mCPBA), Cl (hydrochloric acid), ClC1=CC(=CC=C1)C(=O)OO (mCPBA), ClC1=CC(=CC=C1)C(=O)OO (m-chloroperbenzoic acid), [BH4-].[Na+] (sodium borohydride). The solvent is ClCCl (dichloromethane), ClCCl (dichloromethane). Procedure: 100 mg (0.224 mmol) of 4-(3,4-dichlorophenyl)-6-methyl-2-(methylthio)-N-(3-phenylpropyl)-5-pyrimidinecarboxamide was dissolved in 5 ml of dichloromethane. 77.3 mg (0.448 mmol) of mCPBA (m-chloroperbenzoic acid; hereinafter abbreviated as mCPBA) was added thereto at 0° C. and stirred at the same temperature for 6 hours. 1 ml of saturated aqueous sodium sulfite solution was added thereto at the same temperature and stirred for 30 minutes heating to room temperature. After the reaction mixture was ... Reaction conditions: temperature 0 celsius, time 6 hour. The reactants are [Li]CCCC (n-BuLi), S1C2=C(C=C1)C=CC=C2 (benzo[b]thiophene), [Sn](CCCC)(CCCC)(CCCC)Cl (SnBu3Cl). Product: C(CCC)[Sn](C1=CC2=C(S1)C=CC=C2)(CCCC)CCCC (2-tributylstannylbenzo[b]thiophene). Reaction SMILES: [Li]CCCC.[S:6]1[CH:10]=[CH:9][C:8]2[CH:11]=[CH:12][CH:13]=[CH:14][C:7]1=2.[Sn:15](Cl)([CH2:24][CH2:25][CH2:26][CH3:27])([CH2:20][CH2:21][CH2:22][CH3:23])[CH2:16][CH2:17][CH2:18][CH3:19]>>[CH2:24]([Sn:15]([CH2:16][CH2:17][CH2:18][CH3:19])([CH2:20][CH2:21][CH2:22][CH3:23])[C:10]1[S:6][C:7]2[CH:14]=[CH:13][CH:12]=[CH:11][C:8]=2[CH:9]=1)[CH2:25][CH2:26][CH3:27]. Procedure details: 2.5 M of n-BuLi (3.1 mL/hexane, 7.67 mmol) was added to benzo[b]thiophene (1.05 g, 7.67 mmol/THF (20 mL)) and reacted at 0° C. for 1 hour under a dry and anaerobic operation condition to form a solution. SnBu3Cl (2.38 mL, 8.44 mmol) was then added to the solution and reacted at 0° C. for 30 minutes. After returning to room temperature, the solution was continuously reacted for 8 hours. After the reaction was completed, the solution was extracted by ether (30 mL) and deionized water (50 mL). An o... Reactants: CS(C)=O, N#Cc1ccc(Oc2ccc(C=O)c3ccsc23)nc1, [K+], [K+], O=C([O-])[O-], O, OO. Yields the product NC(=O)c1ccc(Oc2ccc(C=O)c3ccsc23)nc1. Reaction SMILES: [CH3:30][S:31]([CH3:32])=[O:33].[CH:1](=[O:2])[c:3]1[cH:4][cH:5][c:6]([O:12][c:13]2[n:14][cH:15][c:16]([C:17]#[N:18])[cH:19][cH:20]2)[c:7]2[s:8][cH:9][cH:10][c:11]12.[K+:21].[K+:22].[O-:23][C:24]([O-:25])=[O:26].[OH2:29].[OH:27][OH:28]>>[CH:1](=[O:2])[c:3]1[cH:4][cH:5][c:6]([O:12][c:13]2[n:14][cH:15][c:16]([C:17]([NH2:18])=[O:23])[cH:19][cH:20]2)[c:7]2[s:8][cH:9][cH:10][c:11]12.